Dataset: the Open Reaction Database (ORD), a public repository of structured organic reaction records. Task: describe an organic reaction: reactants, conditions, products, and yield Starting materials: Cl.N1CCC(CC1)NC(=O)C1=CNC2=C1N=CN=C2C2=C(C=C(C(=C2)F)O)OCC2CC2 (4-(2-cyclopropylmethoxy-5-fluoro-4-hydroxy-phenyl)-5H-pyrrolo[3,2-d]pyrimidine-7-carboxylic acid piperidin-4-ylamide hydrochloride), ClC(=O)[C@H](C)OC(C)=O (acetic acid (S)-1-chlorocarbonyl-ethyl ester). The product is O[C@H](C(=O)N1CCC(CC1)NC(=O)C1=CNC2=C1N=CN=C2C2=C(C=C(C(=C2)F)O)OCC2CC2)C (4-(2-Cyclopropylmethoxy-5-fluoro-4-hydroxy-phenyl)-5H-pyrrolo[3,2-d]pyrimidine-7-carboxylic acid [1-((S)-2-hydroxy-propionyl)piperidin-4-yl]-amide). RXN SMILES: Cl.[NH:2]1[CH2:7][CH2:6][CH:5]([NH:8][C:9]([C:11]2[C:15]3[N:16]=[CH:17][N:18]=[C:19]([C:20]4[CH:25]=[C:24]([F:26])[C:23]([OH:27])=[CH:22][C:21]=4[O:28][CH2:29][CH:30]4[CH2:32][CH2:31]4)[C:14]=3[NH:13][CH:12]=2)=[O:10])[CH2:4][CH2:3]1.Cl[C:34]([C@@H:36]([O:38]C(=O)C)[CH3:37])=[O:35]>>[OH:38][C@@H:36]([CH3:37])[C:34]([N:2]1[CH2:3][CH2:4][CH:5]([NH:8][C:9]([C:11]2[C:15]3[N:16]=[CH:17][N:18]=[C:19]([C:20]4[CH:25]=[C:24]([F:26])[C:23]([OH:27])=[CH:22][C:21]=4[O:28][CH2:29][CH:30]4[CH2:32][CH2:31]4)[C:14]=3[NH:13][CH:12]=2)=[O:10])[CH2:6][CH2:7]1)=[O:35] |f:0.1|. Procedure details: Starting from 4-(2-cyclopropylmethoxy-5-fluoro-4-hydroxy-phenyl)-5H-pyrrolo[3,2-d]pyrimidine-7-carboxylic acid piperidin-4-ylamide hydrochloride (example A188) and acetic acid (S)-1-chlorocarbonyl-ethyl ester the title compound is obtained as colorless solid Starting materials: C1(=CC=CC=C1)C#CC(=O)OCC (Ethyl phenylpropiolate), F[B-](F)(F)F.NC=1OC(=[N+]2C1C1=CC=CC=C1C=C2)C(C)C (1-amino-3-isopropyloxazolo[4,3-a]isoquinolinium tetrafluoroborate). Solvent: C(C)#N (acetonitrile). Yields the product C(C)(C)C1=C(C(=C2N1C=CC1=CC=CC=C21)C2=CC=CC=C2)C(=O)OCC (ethyl 3-isopropyl-1-phenylpyrrolo-[ 2,1-a]isoquinoline-2-carboxylate). Isolated yield 16.4%. As a reaction SMILES: [C:1]1([C:7]#[C:8][C:9]([O:11][CH2:12][CH3:13])=[O:10])[CH:6]=[CH:5][CH:4]=[CH:3][CH:2]=1.F[B-](F)(F)F.NC1O[C:22]([CH:33]([CH3:35])[CH3:34])=[N+:23]2[CH:32]=[CH:31][C:30]3[C:25](=[CH:26][CH:27]=[CH:28][CH:29]=3)[C:24]=12>C(#N)C>[CH:33]([C:22]1[N:23]2[CH:32]=[CH:31][C:30]3[C:25]([C:24]2=[C:7]([C:1]2[CH:6]=[CH:5][CH:4]=[CH:3][CH:2]=2)[C:8]=1[C:9]([O:11][CH2:12][CH3:13])=[O:10])=[CH:26][CH:27]=[CH:28][CH:29]=3)([CH3:35])[CH3:34] |f:1.2|. Reported procedure: Ethyl phenylpropiolate (10.1 g, 0.058 mol) was added with stirring to a solution of 1-amino-3-isopropyloxazolo[4,3-a]isoquinolinium tetrafluoroborate (9.1 g) in acetonitrile (90 ml) at 50° C. The solution was then heated at reflux for 30 minutes and it was then evaporated in vacuo to give a viscous orange-brown oil, which was extracted with hot petroleum ether (b.p. 60°-80° C.)(4×100 ml). The petroleum extract was evaporated in vacuo and the residue was subjected to flash chromatography on silic... The reactants are [Al+3], CCOCc1cc(C(=O)OC)ccc1-c1cc(OC)ccc1F, [H-], [H-], [H-], [H-], [Li+]. Yields the product CCOCc1cc(CO)ccc1-c1cc(OC)ccc1F. Reaction SMILES: [Al+3:25].[CH2:1]([CH3:2])[O:3][CH2:4][c:5]1[c:6](-[c:15]2[c:16]([F:23])[cH:17][cH:18][c:19]([O:21][CH3:22])[cH:20]2)[cH:7][cH:8][c:9]([C:11](=[O:12])[O:13][CH3:14])[cH:10]1.[H-:24].[H-:27].[H-:28].[H-:29].[Li+:26]>>[CH2:1]([CH3:2])[O:3][CH2:4][c:5]1[c:6](-[c:15]2[c:16]([F:23])[cH:17][cH:18][c:19]([O:21][CH3:22])[cH:20]2)[cH:7][cH:8][c:9]([CH2:11][OH:12])[cH:10]1. Starting materials: C(C)(C)(C)OC(=O)N1CC(OCC1)COC1=C(C=CC=C1)CCCCC1=CC=CC=C1 (4-t-butoxycarbonyl-2-[2-(4-phenylbutyl)phenoxymethyl]morpholine), Cl (hydrogen chloride). RXN SMILES: C(OC([N:8]1[CH2:13][CH2:12][O:11][CH:10]([CH2:14][O:15][C:16]2[CH:21]=[CH:20][CH:19]=[CH:18][C:17]=2[CH2:22][CH2:23][CH2:24][CH2:25][C:26]2[CH:31]=[CH:30][CH:29]=[CH:28][CH:27]=2)[CH2:9]1)=O)(C)(C)C.[ClH:32]>O1CCOCC1>[ClH:32].[C:26]1([CH2:25][CH2:24][CH2:23][CH2:22][C:17]2[CH:18]=[CH:19][CH:20]=[CH:21][C:16]=2[O:15][CH2:14][CH:10]2[O:11][CH2:12][CH2:13][NH:8][CH2:9]2)[CH:31]=[CH:30][CH:29]=[CH:28][CH:27]=1 |f:3.4|. Run at time 30 minute. Procedure: 671 mg of 4-t-butoxycarbonyl-2-[2-(4-phenylbutyl)phenoxymethyl]morpholine [prepared as described in step (a) above] was dissolved in 10 ml of a 4N solution of hydrogen chloride in dioxane, whilst ice-cooling, and the resulting solution was allowed to stand at room temperature for 30 minutes. At the end of this time, the solvent was removed by distillation under reduced pressure, and the resulting oily residue was dissolved in 20 ml of ethyl acetate. The solution thus obtained was then allowed to... Product: Cl.C1(=CC=CC=C1)CCCCC1=C(OCC2CNCCO2)C=CC=C1 (2-[2-(4-phenylbutyl)phenoxymethyl]morpholine hydrochloride). Solvent: solution, O1CCOCC1 (dioxane). Yield: 86.0%. Reactants: C(#N)C1=CC=C(C=C1)C=1C=NN(C1O)C1=NC=C(C(=O)O)C=C1 (6-(4-(4-cyanophenyl)-5-hydroxy-1H-pyrazol-1-yl)nicotinic acid), N1(N=CC=C1)CCCN (3-(1H-pyrazol-1-yl)propan-1-amine). Product: N1(N=CC=C1)CCCNC(C1=CN=C(C=C1)N1N=CC(=C1O)C1=CC=C(C=C1)C#N)=O (N-(3-(1H-pyrazol-1-yl)propyl)-6-(4-(4-cyanophenyl)-5-hydroxy-1H-pyrazol-1-yl)nicotinamide). RXN SMILES: [C:1]([C:3]1[CH:8]=[CH:7][C:6]([C:9]2[CH:10]=[N:11][N:12]([C:15]3[CH:23]=[CH:22][C:18]([C:19]([OH:21])=O)=[CH:17][N:16]=3)[C:13]=2[OH:14])=[CH:5][CH:4]=1)#[N:2].[N:24]1([CH2:29][CH2:30][CH2:31][NH2:32])[CH:28]=[CH:27][CH:26]=[N:25]1>>[N:24]1([CH2:29][CH2:30][CH2:31][NH:32][C:19](=[O:21])[C:18]2[CH:22]=[CH:23][C:15]([N:12]3[C:13]([OH:14])=[C:9]([C:6]4[CH:5]=[CH:4][C:3]([C:1]#[N:2])=[CH:8][CH:7]=4)[CH:10]=[N:11]3)=[N:16][CH:17]=2)[CH:28]=[CH:27][CH:26]=[N:25]1. Procedure: The title compound was prepared in a manner similar to Example 112 using 6-(4-(4-cyanophenyl)-5-hydroxy-1H-pyrazol-1-yl)nicotinic acid and 3-(1H-pyrazol-1-yl)propan-1-amine. 1H NMR (400 MHz, DMSO-d6) δ ppm 2.00-2.10 (m, 2H) 3.25-3.30 (m, 2H) 4.19 (t, J=6.95 Hz, 2H) 6.23 (t, J=2.02 Hz, 1H) 7.45 (d, J=1.77 Hz, 1H) 7.77 (d, J=1.52 Hz, 1H) 7.79 (d, J=8.59 Hz, 2H) 8.14 (d, J=7.33 Hz, 2H) 8.37-8.44 (m, 1H) 8.45-8.58 (m, 1H) 8.66 (br. s., 1H) 8.74 (t, J=5.31 Hz, 1H) 8.88-8.94 (m, 1H) 13.54 (br. s., 1H)...